Dataset: the Open Reaction Database (ORD), a public repository of structured organic reaction records. Task: describe an organic reaction: reactants, conditions, products, and yield Reactants: CS(=O)(=O)OCCOC1=C(C=CC=C1)OCC(C)C (2-[2-(2-methylprop-1-yloxy)phenoxy]ethyl methanesulfonate), ClC=1C=C2C(=CNC2=CC1)CC(C)(C)N ([2-(5-chloro-1H-indol-3-yl)-1,1-dimethylethyl]amine), FC1=CC=C2C(=CNC2=C1)CC(C)(C)N ([2- (6-fluoro-1H-indol-3-yl)-1,1-dimethylethyl]amine). Yields the product Cl.FC1=CC=C2C(=CNC2=C1)CC(C)(C)NCCOC1=C(C=CC=C1)OCC(C)C ([2-(6-fluoro-1H-indol-3-yl)-1,1-dimethylethyl]{2-[2-(2-methyl-prop-1-yloxy)phenoxy]ethyl}amine hydrochloride). RXN SMILES: CS(O[CH2:6][CH2:7][O:8][C:9]1[CH:14]=[CH:13][CH:12]=[CH:11][C:10]=1[O:15][CH2:16][CH:17]([CH3:19])[CH3:18])(=O)=O.[Cl:20]C1C=C2C(=CC=1)NC=C2CC(N)(C)C.[F:35][C:36]1[CH:44]=[C:43]2[C:39]([C:40]([CH2:45][C:46]([NH2:49])([CH3:48])[CH3:47])=[CH:41][NH:42]2)=[CH:38][CH:37]=1>>[ClH:20].[F:35][C:36]1[CH:44]=[C:43]2[C:39]([C:40]([CH2:45][C:46]([NH:49][CH2:6][CH2:7][O:8][C:9]3[CH:14]=[CH:13][CH:12]=[CH:11][C:10]=3[O:15][CH2:16][CH:17]([CH3:18])[CH3:19])([CH3:47])[CH3:48])=[CH:41][NH:42]2)=[CH:38][CH:37]=1 |f:3.4|. Reported procedure: Proceeding as an Example 3, but replacing 2-[2-(cyclopropylmethyloxy)phenoxy]ethyl methanesulfonate with 2-[2-(2-methylprop-1-yloxy)phenoxy]ethyl methanesulfonate and [2-(5-chloro-1H-indol-3-yl)-1,1-dimethylethyl]amine with [2- (6-fluoro-1H-indol-3-yl)-1,1-dimethylethyl]amine, gave [2-(6-fluoro-1H-indol-3-yl)-1,1-dimethylethyl]{2-[2-(2-methyl-prop-1-yloxy)phenoxy]ethyl}amine hydrochloride, m.p. 135°-137° C. Reactants: F[B-](F)(F)F, F[B-](F)(F)F, CC#N, F[N+]12CC[N+](CCl)(CC1)CC2, Nc1cc(Oc2ccc(Cl)c(Cl)c2)nc(C(=O)O)c1Cl. Yields the product Nc1c(F)c(Oc2ccc(Cl)c(Cl)c2)nc(C(=O)O)c1Cl. As a reaction SMILES: [B-:21]([F:22])([F:23])([F:24])[F:25].[B-:26]([F:27])([F:28])([F:29])[F:30].[CH3:42][C:43]#[N:44].[Cl:31][CH2:32][N+:33]12[CH2:34][CH2:35][N+:36]([F:37])([CH2:38][CH2:39]1)[CH2:40][CH2:41]2.[NH2:1][c:2]1[c:3]([Cl:20])[c:4]([C:17](=[O:18])[OH:19])[n:5][c:6]([O:8][c:9]2[cH:10][c:11]([Cl:16])[c:12]([Cl:15])[cH:13][cH:14]2)[cH:7]1>>[NH2:1][c:2]1[c:3]([Cl:20])[c:4]([C:17](=[O:18])[OH:19])[n:5][c:6]([O:8][c:9]2[cH:10][c:11]([Cl:16])[c:12]([Cl:15])[cH:13][cH:14]2)[c:7]1[F:22].